Task: describe an organic reaction: reactants, conditions, products, and yield. Dataset: the Open Reaction Database (ORD), a public repository of structured organic reaction records RXN SMILES: [CH3:1][N:2]([CH2:12][CH2:13][N:14]1[C:23]2[C:18](=[CH:19][C:20]([N+:24]([O-])=O)=[CH:21][CH:22]=2)[CH2:17][CH2:16][C:15]1=[O:27])[C:3](=[O:11])[O:4][C:5]1[CH:10]=[CH:9][CH:8]=[CH:7][CH:6]=1.C1COCC1>C(O)C>[NH2:24][C:20]1[CH:19]=[C:18]2[C:23](=[CH:22][CH:21]=1)[N:14]([CH2:13][CH2:12][N:2]([CH3:1])[C:3](=[O:11])[O:4][C:5]1[CH:6]=[CH:7][CH:8]=[CH:9][CH:10]=1)[C:15](=[O:27])[CH2:16][CH2:17]2. Run at time 6 hour. Reactants: CN(C(OC1=CC=CC=C1)=O)CCN1C(CCC2=CC(=CC=C12)[N+](=O)[O-])=O (Phenyl methyl(2-(6-nitro-2-oxo-3,4-dihydroquinolin-1(2H)-yl)ethyl)carbamate), C1CCOC1 (THF), ( 44 ). Procedure: Phenyl methyl(2-(6-nitro-2-oxo-3,4-dihydroquinolin-1(2H)-yl)ethyl)carbamate (1.29 g, 3.49 mmol) was dissolved by stirring in ethanol (40 mL) and THF (30 mL) in a round bottom flask. The solution was stirred under an atmosphere of hydrogen for 6 h at room temperature. When TLC confirmed the reaction was completed, the mixture was filtered through celite, and the filtrate was concentrated. The resulting residue was chromatographed on silica gel eluting with ethyl acetate, giving a white/pink foam.... Solvent: C(C)O (ethanol). The product is NC=1C=C2CCC(N(C2=CC1)CCN(C(OC1=CC=CC=C1)=O)C)=O (Phenyl 2-(6-amino-2-oxo-3,4-dihydroquinolin-1(2H)-yl)ethyl(methyl)carbamate).